This data is from the Open Reaction Database (ORD), a public repository of structured organic reaction records. The task is: describe an organic reaction: reactants, conditions, products, and yield Run in CC(=O)C (acetone), O (water). Run at time 8 hour. Yields the product C(=O)(OCC1=CC=CC=C1)NC1=CC(=C(C=C1)C1(CN(C1)C(C1=CC=CC=C1)C1=CC=CC=C1)O)F (3-(N-Carbobenzyloxy-3-fluoroanilin-4-yl)-3-hydroxy-1-(1,1-diphenylmethyl)azetidine). Starting materials: ClC(=O)OCC1=CC=CC=C1 (Benzyl chloroformate), NC1=CC(=C(C=C1)C1(CN(C1)C(C1=CC=CC=C1)C1=CC=CC=C1)O)F (3-(4-Amino-2-fluorophenyl)-3-hydroxy-1-(1.1-diphenylmethyl) azetidine), C([O-])(O)=O.[Na+] (sodium bicarbonate). Reaction SMILES: [NH2:1][C:2]1[CH:7]=[CH:6][C:5]([C:8]2([OH:25])[CH2:11][N:10]([CH:12]([C:19]3[CH:24]=[CH:23][CH:22]=[CH:21][CH:20]=3)[C:13]3[CH:18]=[CH:17][CH:16]=[CH:15][CH:14]=3)[CH2:9]2)=[C:4]([F:26])[CH:3]=1.C(=O)(O)[O-].[Na+].Cl[C:33]([O:35][CH2:36][C:37]1[CH:42]=[CH:41][CH:40]=[CH:39][CH:38]=1)=[O:34]>CC(C)=O.O>[C:33]([NH:1][C:2]1[CH:7]=[CH:6][C:5]([C:8]2([OH:25])[CH2:9][N:10]([CH:12]([C:13]3[CH:18]=[CH:17][CH:16]=[CH:15][CH:14]=3)[C:19]3[CH:20]=[CH:21][CH:22]=[CH:23][CH:24]=3)[CH2:11]2)=[C:4]([F:26])[CH:3]=1)([O:35][CH2:36][C:37]1[CH:42]=[CH:41][CH:40]=[CH:39][CH:38]=1)=[O:34] |f:1.2|. Procedure: To a solution of 3-(4-amino-2-fluorophenyl)-3-hydroxy-1-(1,1-diphenylmethyl)azetidine (Example 81, Step 1, 5.10 g, 14.7 mmol) in acetone (75 mL) was added a solution of sodium bicarbonate (2.52 g, 30.0 mmol) in water (40 mL) to give a creamy suspension. Benzyl chloroformate (2.57 g, 15.1 mmol) was added and stirring continued overnight. The suspension was filtered and the acetone evaporated. The residue was partitioned between ethyl acetate (200 mL) and water (50 mL). The organic layer was washe... Starting materials: CCC(C)=O, [K], Nc1cccc2c1Cc1ccccc1C2=O, O, OO. Yields the product Nc1cccc2c1C(=O)c1ccccc1C2=O. RXN SMILES: [CH2:21]([C:22]([CH3:23])=[O:24])[CH3:25].[K:17].[NH2:1][c:2]1[cH:3][cH:4][cH:5][c:6]2[c:15]1[CH2:14][c:13]1[c:8]([cH:9][cH:10][cH:11][cH:12]1)[C:7]2=[O:16].[OH2:20].[OH:18][OH:19]>>[NH2:1][c:2]1[cH:3][cH:4][cH:5][c:6]2[c:15]1[C:14](=[O:18])[c:13]1[c:8]([cH:9][cH:10][cH:11][cH:12]1)[C:7]2=[O:16]. Starting materials: Cl.NC(C(=O)OC)CCC1=CC=C(C=C1)CCCCCCCC (methyl 2-amino-4-(4-octylphenyl)butyrate hydrochloride), C(C)(=O)Cl (acetyl chloride). Solvent: C(Cl)Cl (methylene chloride), C(C)N(CC)CC (triethylamine), C(Cl)Cl (methylene chloride). Yields the product C(C)(=O)NC(C(=O)OC)CCC1=CC=C(C=C1)CCCCCCCC (Methyl 2-acetamido-4-(4-octylphenyl)butyrate). Reaction SMILES: Cl.[NH2:2][CH:3]([CH2:8][CH2:9][C:10]1[CH:15]=[CH:14][C:13]([CH2:16][CH2:17][CH2:18][CH2:19][CH2:20][CH2:21][CH2:22][CH3:23])=[CH:12][CH:11]=1)[C:4]([O:6][CH3:7])=[O:5].[C:24](Cl)(=[O:26])[CH3:25]>C(Cl)Cl.C(N(CC)CC)C>[C:24]([NH:2][CH:3]([CH2:8][CH2:9][C:10]1[CH:15]=[CH:14][C:13]([CH2:16][CH2:17][CH2:18][CH2:19][CH2:20][CH2:21][CH2:22][CH3:23])=[CH:12][CH:11]=1)[C:4]([O:6][CH3:7])=[O:5])(=[O:26])[CH3:25] |f:0.1|. Reported procedure: To a solution of methyl 2-amino-4-(4-octylphenyl)butyrate hydrochloride (16 g) in methylene chloride (300 ml), triethylamine (16 ml) and acetyl chloride (3.8 ml) were added and the mixture was stirred at room temperature for an hour. Then, methylene chloride (500 ml) was further added to the mixture, the whole mixture was washed with a dilute hydrochloric acid, an aqueous sodium hydrogencarbonate solution and a saturated brine in order and dried over magnesium sulfate. The solvent was distilled ...